Dataset: the Open Reaction Database (ORD), a public repository of structured organic reaction records. Task: describe an organic reaction: reactants, conditions, products, and yield Yields the product N#CCC(=O)C(F)(F)F. RXN SMILES: [CH2:14]1[O:15][CH2:16][CH2:17][CH2:18]1.[CH3:11][C:12]#[N:13].[F:3][C:4]([C:5](=[O:6])[O:7][CH3:8])([F:9])[F:10].[H-:2].[Na+:1]>>[F:3][C:4]([C:5](=[O:6])[CH2:11][C:12]#[N:13])([F:9])[F:10]. The reactants are C1CCOC1, CC#N, COC(=O)C(F)(F)F, [H-], [Na+].